Dataset: the Open Reaction Database (ORD), a public repository of structured organic reaction records. Task: describe an organic reaction: reactants, conditions, products, and yield Reactants: BrC1=C(OCC(=O)N(NC(=O)C2CCCCC2)C(C)C)C=CC(=C1)F (cyclohexanecarboxylic acid N′-[2-(2-bromo-4-fluoro-phenoxy)-acetyl]-N′-isopropyl-hydrazide), C(=O)([O-])[O-].[Na+].[Na+] (Na2CO3), FC(OC1=C(C=CC=C1)B(O)O)(F)F (2-trifluoromethoxybenzeneboronic acid), Pd[PPh3]4. The solvent is COCCOC (DME). The product is FC=1C=CC(=C(C1)C1=C(C=CC=C1)OC(F)(F)F)OCC(=O)N(NC(=O)C1CCCCC1)C(C)C (cyclohexanecarboxylic acid N′-[2-(5-fluoro-2′-trifluoromethoxy-biphenyl-2-yloxy)-acetyl]-N′-isopropyl-hydrazide). The yield is 62.3%. Reaction SMILES: Br[C:2]1[CH:24]=[C:23]([F:25])[CH:22]=[CH:21][C:3]=1[O:4][CH2:5][C:6]([N:8]([CH:18]([CH3:20])[CH3:19])[NH:9][C:10]([CH:12]1[CH2:17][CH2:16][CH2:15][CH2:14][CH2:13]1)=[O:11])=[O:7].C([O-])([O-])=O.[Na+].[Na+].[F:32][C:33]([F:45])([F:44])[O:34][C:35]1[CH:40]=[CH:39][CH:38]=[CH:37][C:36]=1B(O)O>COCCOC>[F:25][C:23]1[CH:22]=[CH:21][C:3]([O:4][CH2:5][C:6]([N:8]([CH:18]([CH3:20])[CH3:19])[NH:9][C:10]([CH:12]2[CH2:17][CH2:16][CH2:15][CH2:14][CH2:13]2)=[O:11])=[O:7])=[C:2]([C:36]2[CH:37]=[CH:38][CH:39]=[CH:40][C:35]=2[O:34][C:33]([F:32])([F:45])[F:44])[CH:24]=1 |f:1.2.3|. Reported procedure: A solution of cyclohexanecarboxylic acid N′-[2-(2-bromo-4-fluoro-phenoxy)-acetyl]-N′-isopropyl-hydrazide (310 mg, 0.75 mmol) in DME (3 ml)/2M Na2CO3 (1.3 ml, 2.62 mmol) was treated 2-trifluoromethoxybenzeneboronic acid (231 mg, 1.12 mmol) and Pd[PPh3]4 (172 mg, 0.15 mmol) in a microwave oven at 150° C. for 10 min. The reaction mixture was partitioned between water and ethyl acetate. The organic layer was washed with brine, dried over sodium sulfate, filtered, and concentrated. The crude was puri... The reactants are CC=1NC2=CC=C(C(=C2C1)C(F)(F)F)C#N (2-methyl-4-(trifluoromethyl)-1H-indole-5-carbonitrile), FC(C=1C=C(C=C(C1)C(F)(F)F)C1=NC(=NO1)CCl)(F)F (5-[3,5-bis(trifluoromethyl)phenyl]-3-(chloromethyl)-1,2,4-oxadiazole). Product: FC(C=1C=C(C=C(C1)C(F)(F)F)C1=NC(=NO1)CN1C(=CC2=C(C(=CC=C12)C#N)C(F)(F)F)C)(F)F (1-({5-[3,5-Bis(trifluoromethyl)phenyl]-1,2,4-oxadiazol-3-yl}methyl)-2-methyl-4-(trifluoromethyl)-1H-indole-5-carbonitrile). Reaction SMILES: [CH3:1][C:2]1[NH:3][C:4]2[C:9]([CH:10]=1)=[C:8]([C:11]([F:14])([F:13])[F:12])[C:7]([C:15]#[N:16])=[CH:6][CH:5]=2.[F:17][C:18]([F:37])([F:36])[C:19]1[CH:20]=[C:21]([C:29]2[O:33][N:32]=[C:31]([CH2:34]Cl)[N:30]=2)[CH:22]=[C:23]([C:25]([F:28])([F:27])[F:26])[CH:24]=1>>[F:37][C:18]([F:17])([F:36])[C:19]1[CH:20]=[C:21]([C:29]2[O:33][N:32]=[C:31]([CH2:34][N:3]3[C:4]4[C:9](=[C:8]([C:11]([F:12])([F:14])[F:13])[C:7]([C:15]#[N:16])=[CH:6][CH:5]=4)[CH:10]=[C:2]3[CH3:1])[N:30]=2)[CH:22]=[C:23]([C:25]([F:27])([F:26])[F:28])[CH:24]=1. Reported procedure: Synthesized as described in Example 4 using 2-methyl-4-(trifluoromethyl)-1H-indole-5-carbonitrile and 5-[3,5-bis(trifluoromethyl)phenyl]-3-(chloromethyl)-1,2,4-oxadiazole: 1H NMR (400 MHz, CDCl3) δ 8.49 (s, 2H), 8.09 (s, 1H), 7.67 (d, J=8.4 Hz, 1H), 7.55 (d, J=8.4 Hz, 1H), 6.65 (s, 1H), 5.50 (s, 2H), 2.68 (s, 3H); MS (ES) m/z 519 (M+1).